From a dataset of the Open Reaction Database (ORD), a public repository of structured organic reaction records. describe an organic reaction: reactants, conditions, products, and yield Starting materials: COC(C(C)(OC1=C(C=C(C=C1)CCCC1N(C(NC1)=O)C)C)C)=O (2-Methyl-2-{2-methyl-4-[3-(3-methyl-2-oxo-imidazolidin-4-yl)-propyl]-phenoxy}-propionic acid methyl Ester), BrCC1=CC2=CC=CC=C2C=C1 (2-Bromomethyl-naphthalene). Yields the product CC(C(=O)O)(C)OC1=C(C=C(C=C1)CCCC1N(C(N(C1)CC1=CC2=CC=CC=C2C=C1)=O)C)C (2-Methyl-2-{2-methyl-4-[3-(3-methyl-1-naphthalen-2-ylmethyl-2-oxo-imidazolidin-4-yl)-propyl]-phenoxy}-propionic acid), oil. Isolated yield 59.0%. Reaction SMILES: C[O:2][C:3](=[O:25])[C:4]([CH3:24])([O:6][C:7]1[CH:12]=[CH:11][C:10]([CH2:13][CH2:14][CH2:15][CH:16]2[CH2:20][NH:19][C:18](=[O:21])[N:17]2[CH3:22])=[CH:9][C:8]=1[CH3:23])[CH3:5].Br[CH2:27][C:28]1[CH:37]=[CH:36][C:35]2[C:30](=[CH:31][CH:32]=[CH:33][CH:34]=2)[CH:29]=1>>[CH3:5][C:4]([O:6][C:7]1[CH:12]=[CH:11][C:10]([CH2:13][CH2:14][CH2:15][CH:16]2[CH2:20][N:19]([CH2:27][C:28]3[CH:37]=[CH:36][C:35]4[C:30](=[CH:31][CH:32]=[CH:33][CH:34]=4)[CH:29]=3)[C:18](=[O:21])[N:17]2[CH3:22])=[CH:9][C:8]=1[CH3:23])([CH3:24])[C:3]([OH:2])=[O:25]. Procedure: The titled compound was prepared using 2-Methyl-2-{2-methyl-4-[3-(3-methyl-2-oxo-imidazolidin-4-yl)-propyl]-phenoxy}-propionic acid methyl Ester (0.100 g, 0.287 mmole) and 2-Bromomethyl-naphthalene (0.095 g, 0.431 mmole) to produce an oil (0.080 g, 59%). Mass [EI+] 476 (M+H)+, [EI−] 474 (M−H)−. Reactants: NC1=NC=CC(=C1)Cl (2-amino-4-chloropyridine), O.N1=CC=CC2=CC=C3C=CC=NC3=C12 (1,10-phenanthroline monohydrate), C(C1=CC=CC=C1)#N (benzonitrile). Reagents/catalysts: [Cu]Cl (copper (I) chloride). Reaction conditions: temperature 130 celsius. Product: ClC1=CC=2N(C=C1)N=C(N2)C2=CC=CC=C2 (7-chloro-2-phenyl-[1,2,4]triazolo[1,5-a]pyridine). Isolated yield 79.0%. Reaction SMILES: [NH2:1][C:2]1[CH:7]=[C:6]([Cl:8])[CH:5]=[CH:4][N:3]=1.O.N1C2C(=CC=C3C=2N=CC=C3)C=CC=1.[C:24](#[N:31])[C:25]1[CH:30]=[CH:29][CH:28]=[CH:27][CH:26]=1>[Cu]Cl>[Cl:8][C:6]1[CH:5]=[CH:4][N:3]2[N:31]=[C:24]([C:25]3[CH:30]=[CH:29][CH:28]=[CH:27][CH:26]=3)[N:1]=[C:2]2[CH:7]=1 |f:1.2|. Reported procedure: A mixture of 2-amino-4-chloropyridine (5.00 g, 38.9 mmol), copper (I) chloride (195 mg, 1.97 mmol), 1,10-phenanthroline monohydrate (390 mg, 1.97 mmol) and benzonitrile (65 mL) was heated in a 100 mL 4-necked flask to 130° C. During 23 h a gentle flow of O2/N2 (5:95) was bubbled through the reaction mixture (>99% conversion, HPLC method see below). The dark brown suspension was then cooled to 0-5° C. and filtered. The filter cake was washed with TBME (50 mL) and dried to yield crude 7-chloro-2-p... RXN SMILES: [CH2:14]([c:15]1[cH:16][cH:17][cH:18][cH:19][cH:20]1)[Cl:21].[CH3:22][CH2:23][OH:24].[SH:1][c:2]1[n:3][c:4]2[cH:5][cH:6][cH:7][c:8]3[c:13]2[n:12]1[CH2:11][CH:10]=[CH:9]3>>[ClH:21].[S:1]([c:2]1[n:3][c:4]2[cH:5][cH:6][cH:7][c:8]3[c:13]2[n:12]1[CH2:11][CH:10]=[CH:9]3)[CH2:14][c:15]1[cH:16][cH:17][cH:18][cH:19][cH:20]1. The product is Cl, C1=Cc2cccc3nc(SCc4ccccc4)n(c23)C1. Starting materials: ClCc1ccccc1, CCO, Sc1nc2cccc3c2n1CC=C3.